Dataset: the Open Reaction Database (ORD), a public repository of structured organic reaction records. Task: describe an organic reaction: reactants, conditions, products, and yield Reactants: [F-].C(CCC)[N+](CCCC)(CCCC)CCCC (tetrabutylammonium fluoride), [Si](C1=CC=CC=C1)(C1=CC=CC=C1)(C(C)(C)C)OCCOC[C@@H](C(=O)NC1=NC=C(C=C1)Cl)OC1=C2C(=NC=N1)N(N=C2)C2=C(C(=CC=C2)Cl)Cl ((2S)-3-(2-(tert-butyldiphenylsilyloxy)ethoxy)-N-(5-chloropyridin-2-yl)-2-(1-(2,3-dichlorophenyl)-1H-pyrazolo[3,4-d]pyrimidin-4-yloxy)propanamide), [Cl-].[NH4+] (ammonium chloride). Run in CCOC(=O)C (EtOAc), C1CCOC1 (THF). Conditions: time 3 hour. Yields the product ClC=1C=CC(=NC1)NC([C@H](COCCO)OC1=C2C(=NC=N1)N(N=C2)C2=C(C(=CC=C2)Cl)Cl)=O ((2S)—N-(5-chloropyridin-2-yl)-2-(1-(2,3-dichlorophenyl)-1H-pyrazolo[3,4-d]pyrimidin-4-yloxy)-3-(2-hydroxyethoxy)propanamide). Isolated yield 41.7%. RXN SMILES: [F-].C([N+](CCCC)(CCCC)CCCC)CCC.[Si]([O:36][CH2:37][CH2:38][O:39][CH2:40][C@H:41]([O:52][C:53]1[N:58]=[CH:57][N:56]=[C:55]2[N:59]([C:62]3[CH:67]=[CH:66][CH:65]=[C:64]([Cl:68])[C:63]=3[Cl:69])[N:60]=[CH:61][C:54]=12)[C:42]([NH:44][C:45]1[CH:50]=[CH:49][C:48]([Cl:51])=[CH:47][N:46]=1)=[O:43])(C(C)(C)C)(C1C=CC=CC=1)C1C=CC=CC=1.[Cl-].[NH4+]>C1COCC1.CCOC(C)=O>[Cl:51][C:48]1[CH:49]=[CH:50][C:45]([NH:44][C:42](=[O:43])[C@@H:41]([O:52][C:53]2[N:58]=[CH:57][N:56]=[C:55]3[N:59]([C:62]4[CH:67]=[CH:66][CH:65]=[C:64]([Cl:68])[C:63]=4[Cl:69])[N:60]=[CH:61][C:54]=23)[CH2:40][O:39][CH2:38][CH2:37][OH:36])=[N:46][CH:47]=1 |f:0.1,3.4|. Procedure: A solution of tetrabutylammonium fluoride (1M in THF) (0.661 mL, 0.66 mmol) was added dropwise to a stirred solution of (2S)-3-(2-(tert-butyldiphenylsilyloxy)ethoxy)-N-(5-chloropyridin-2-yl)-2-(1-(2,3-dichlorophenyl)-1H-pyrazolo[3,4-d]pyrimidin-4-yloxy)propanamide (420 mg, 0.55 mmol) in THF (15 mL) over a period of 1 minute. The resulting solution was stirred at ambient temperature for 3 hours. Saturated ammonium chloride (20 mL) was added to the reaction mixture which was then diluted with EtOA... Reactants: c4ccc(B3OB(c1ccccc1)OB(c2ccccc2)O3)cc4 (effective_coupling_partner), Cc3cc(C)c(C(=O)Oc2ccc1ccccc1c2)c(C)c3 (substrate). Reagents/catalysts: PCy3. Conditions: temperature 110 celsius, time 12 hour. The product is c3ccc(c2ccc1ccccc1c2)cc3. Starting materials: C(C)OC(=O)C=1C(=C2C(=C(N1)C#N)N(C=C2)C2=CC=C(C=C2)F)O (7-cyano-1-(4-fluoro-phenyl)-4-hydroxy-1H-pyrrolo[2,3-c]pyridine-5-carboxylic acid ethyl ester), NCC(=O)O (glycine), C[O-].[Na+].CO (NaOMe HOMe). Yields the product C(#N)C=1N=C(C(=C2C1N(C=C2)C2=CC=C(C=C2)F)O)C(=O)NCC(=O)O ({[7-Cyano-1-(4-fluoro-phenyl)-4-hydroxy-1H-pyrrolo[2,3-c]pyridine-5-carbonyl]-amino}-acetic acid). As a reaction SMILES: C(O[C:4]([C:6]1[C:7]([OH:24])=[C:8]2[CH:16]=[CH:15][N:14]([C:17]3[CH:22]=[CH:21][C:20]([F:23])=[CH:19][CH:18]=3)[C:9]2=[C:10]([C:12]#[N:13])[N:11]=1)=[O:5])C.[NH2:25][CH2:26][C:27]([OH:29])=[O:28].C[O-].[Na+].CO>>[C:12]([C:10]1[N:11]=[C:6]([C:4]([NH:25][CH2:26][C:27]([OH:29])=[O:28])=[O:5])[C:7]([OH:24])=[C:8]2[CH:16]=[CH:15][N:14]([C:17]3[CH:22]=[CH:21][C:20]([F:23])=[CH:19][CH:18]=3)[C:9]=12)#[N:13] |f:2.3.4|. Procedure details: Prepared in analogy to that of Example 1(e) from 7-cyano-1-(4-fluoro-phenyl)-4-hydroxy-1H-pyrrolo[2,3-c]pyridine-5-carboxylic acid ethyl ester, glycine and NaOMe/HOMe. The title compound, ESI MS (m/z): 355 (M+H)+. The reactants are C(C)(C)(C)C1=CC=C(C=C1)CC#N (4-tert-butylphenylacetonitrile), C(C)OC(=O)C1=C(C(=NN1C)C)C (1,3,4-trimethylpyrazol-5-carboxylic acid ethyl ester), C(C)C=1C=CC(=NC1)C (5-ethyl-2-picoline), C(C)OCCOCCO (diethylene glycol monoethyl ether), CO.C[O-].[Na+] (sodium methoxide methanol). The solvent is CCCCCCC (heptane), O (water). Reaction conditions: temperature 92.5 celsius. Product: O=C(C(C#N)C1=CC=C(C=C1)C(C)(C)C)C1=C(C(=NN1C)C)C (3-oxo-2-(4-tert-butylphenyl)-3-(1,3,4-trimethylpyrazol-5-yl) propionitrile). The yield is 92.3%. As a reaction SMILES: [C:1]([C:5]1[CH:10]=[CH:9][C:8]([CH2:11][C:12]#[N:13])=[CH:7][CH:6]=1)([CH3:4])([CH3:3])[CH3:2].C([O:16][C:17]([C:19]1[N:23]([CH3:24])[N:22]=[C:21]([CH3:25])[C:20]=1[CH3:26])=O)C.C(C1C=CC(C)=NC=1)C.C(OCCOCCO)C.CO.C[O-].[Na+]>O.CCCCCCC>[O:16]=[C:17]([C:19]1[N:23]([CH3:24])[N:22]=[C:21]([CH3:25])[C:20]=1[CH3:26])[CH:11]([C:8]1[CH:7]=[CH:6][C:5]([C:1]([CH3:4])([CH3:2])[CH3:3])=[CH:10][CH:9]=1)[C:12]#[N:13] |f:4.5.6|. Procedure details: In a 300 mL-reaction flask equipped with a rectification column and a separating tank, 11.3 g (65.2 mmol) of 4-tert-butylphenylacetonitrile, 10.8 g (59.5 mmol) of 1,3,4-trimethylpyrazol-5-carboxylic acid ethyl ester, 100 g of heptane, 10.0 g of 5-ethyl-2-picoline, and 3.0 g of diethylene glycol monoethyl ether were added, the atmosphere was substituted with nitrogen, then azeotropic dehydration was carried out by heating at 90 to 95° C. for 1 hour. The temperature was maintained, 13.8 g (71.5 mm...